From a dataset of the Open Reaction Database (ORD), a public repository of structured organic reaction records. describe an organic reaction: reactants, conditions, products, and yield The reactants are CC1(C)OC(=O)Nc2ccc(-c3cccc(Br)c3)cc21, CCCC[Sn](CCCC)(CCCC)c1nccs1, CN(C)C=O. Product: CC1(C)OC(=O)Nc2ccc(-c3cccc(-c4nccs4)c3)cc21. Reaction SMILES: [Br:1][c:2]1[cH:3][c:4](-[c:8]2[cH:9][c:10]3[c:11]([cH:19][cH:20]2)[NH:12][C:13](=[O:18])[O:14][C:15]3([CH3:16])[CH3:17])[cH:5][cH:6][cH:7]1.[CH2:21]([Sn:22]([CH2:23][CH2:24][CH2:25][CH3:31])([c:26]1[s:27][cH:28][cH:29][n:30]1)[CH2:32][CH2:33][CH2:34][CH3:35])[CH2:36][CH2:37][CH3:38].[O:39]=[CH:40][N:41]([CH3:42])[CH3:43]>>[c:2]1(-[c:26]2[s:27][cH:28][cH:29][n:30]2)[cH:3][c:4](-[c:8]2[cH:9][c:10]3[c:11]([cH:19][cH:20]2)[NH:12][C:13](=[O:18])[O:14][C:15]3([CH3:16])[CH3:17])[cH:5][cH:6][cH:7]1.